Dataset: the Open Reaction Database (ORD), a public repository of structured organic reaction records. Task: describe an organic reaction: reactants, conditions, products, and yield The reactants are SCCCS, COc1ccc(C=O)cc1OC, ClC(Cl)Cl. Product: COc1ccc(C2SCCCS2)cc1OC. Reaction SMILES: [CH2:13]([CH2:14][CH2:15][SH:16])[SH:17].[CH3:1][O:2][c:3]1[cH:4][cH:5][c:6]([CH:7]=[O:8])[cH:9][c:10]1[O:11][CH3:12].[CH:18]([Cl:19])([Cl:20])[Cl:21]>>[CH3:1][O:2][c:3]1[cH:4][cH:5][c:6]([CH:7]2[S:16][CH2:15][CH2:14][CH2:13][S:17]2)[cH:9][c:10]1[O:11][CH3:12]. Reactants: N1C=CC2=CC=CC=C12 (indole), C([O-])(O)=O.[K+] (potassium bicarbonate). Reagents/catalysts: [Cu]I (copper (I) iodide), [Cu]I (copper (I) iodide). Solvent: BrC1=CC=CC=C1 (bromobenzene). The product is C1(=CC=CC=C1)N1C=CC2=CC=CC=C12 (1-Phenyl-1H-indole). Yield: 124.2%. As a reaction SMILES: [NH:1]1[C:9]2[C:4](=[CH:5][CH:6]=[CH:7][CH:8]=2)[CH:3]=[CH:2]1.C(=O)(O)[O-].[K+]>BrC1C=CC=CC=1.[Cu]I>[C:4]1([N:1]2[C:9]3[C:4](=[CH:5][CH:6]=[CH:7][CH:8]=3)[CH:3]=[CH:2]2)[CH:9]=[CH:8][CH:7]=[CH:6][CH:5]=1 |f:1.2|. Procedure: A suspension of indole (8.2 g), potassium bicarbonate (12 g) and copper (I) iodide (2.7 g) in bromobenzene (70 mL) was refluxed for 3 hours under nitrogen atmosphere. To the mixture copper (I) iodide (11 g) was added and the mixture was refluxed for additional 6 hours. The insoluble material was removed by filtration and the filtrate was concentrated under reduced pressure. The residue was purified by silica gel column chromatography (hexane:ethyl acetate=50:1 to 20:1) to provide 8.4 g of the ti... Reaction conditions: time 2 hour. The solvent is ClCCl (dichloromethane), ClCCl (dichloromethane). Yields the product C(C)(=O)N1[C@H](CN(C2=CC(=CC=C12)Br)C(=O)Cl)C ((S)-4-acetyl-7-bromo-3-methyl-3,4-dihydroquinoxaline-1(2H)-carbonyl chloride). Reactants: N1=CC=CC=C1 (Pyridine), BrC=1C=C2NC[C@@H](N(C2=CC1)C(C)=O)C ((S)-1-(6-bromo-2-methyl-3,4-dihydroquinoxalin-1(2H)-yl)ethanone), ClC(Cl)(OC(OC(Cl)(Cl)Cl)=O)Cl (Triphosgene). Reaction SMILES: N1C=CC=CC=1.[Br:7][C:8]1[CH:9]=[C:10]2[C:15](=[CH:16][CH:17]=1)[N:14]([C:18](=[O:20])[CH3:19])[C@@H:13]([CH3:21])[CH2:12][NH:11]2.[Cl:22][C:23](Cl)([O:25]C(=O)OC(Cl)(Cl)Cl)Cl>ClCCl>[C:18]([N:14]1[C:15]2[C:10](=[CH:9][C:8]([Br:7])=[CH:17][CH:16]=2)[N:11]([C:23]([Cl:22])=[O:25])[CH2:12][C@@H:13]1[CH3:21])(=[O:20])[CH3:19]. Procedure details: Pyridine (0.150 mL, 1.86 mmol) was added to a solution of (S)-1-(6-bromo-2-methyl-3,4-dihydroquinoxalin-1(2H)-yl)ethanone (0.500 g, 1.86 mmol) in dichloromethane (6.6 mL). Triphosgene (0.197 g, 0.663 mmol) was then added in portions over ten minutes, and the reaction mixture stirred for 2 h at room temperature. The reaction was diluted with dichloromethane and washed with 1 N aqueous HCl solution. The organic phase was separated and washed with saturated aqueous sodium bicarbonate solution, drie... The reactants are N1CCOCC1 (morpholine), C=O (formaldehyde), O1C(NC2=NC=CC=C21)=O (3H-oxazolo[4,5-b]pyridin-2-one). Solvent: alcohol. Run at temperature 50 celsius, time 30 minute. Product: O1CCN(CC1)CN1C(OC=2C1=NC=CC2)=O (3-MORPHOLINOMETHYL-3H-OXAZOLO[4,5-b]PYRIDIN-2-ONE). Reaction SMILES: [O:1]1[C:9]2[C:4](=[N:5][CH:6]=[CH:7][CH:8]=2)[NH:3][C:2]1=[O:10].[NH:11]1[CH2:16][CH2:15][O:14][CH2:13][CH2:12]1.[CH2:17]=O>>[O:14]1[CH2:15][CH2:16][N:11]([CH2:17][N:3]2[C:4]3=[N:5][CH:6]=[CH:7][CH:8]=[C:9]3[O:1][C:2]2=[O:10])[CH2:12][CH2:13]1. Reported procedure: 4.1 g (0.03 mol) of 3H-oxazolo[4,5-b]pyridin-2-one are dissolved in 100 ml of alcohol at 95° C. 2.88 g (0.33 mol) of morpholine and then 3 ml of 30% aqueous formaldehyde solution are added. The mixture is stirred on a water bath at a temperature in the region of 50° C. for one hour 30 minutes, stirring being maintained. The mixture is left to stand for one hour at room temperature. The crystals are drained and recrystallized. Reactants: O1CC1CCCCCCCCCCCCCC (1,2-Epoxyhexadecane), O1C(CCCC1)OCC(OC)CO (2-methylglycerol monotetrahydropyranyl ether). Yields the product O1C(CCCC1)OCC(COCC(CCCCCCCCCCCCCC)O)OC (3-(2-Hydroxyhexadecyloxy)-2-methoxypropyl tetrahydropyranyl ether). Isolated yield 53.2%. As a reaction SMILES: [O:1]1[CH:3]([CH2:4][CH2:5][CH2:6][CH2:7][CH2:8][CH2:9][CH2:10][CH2:11][CH2:12][CH2:13][CH2:14][CH2:15][CH2:16][CH3:17])[CH2:2]1.[O:18]1[CH2:23][CH2:22][CH2:21][CH2:20][CH:19]1[O:24][CH2:25][CH:26]([CH2:29][OH:30])[O:27][CH3:28]>>[O:18]1[CH2:23][CH2:22][CH2:21][CH2:20][CH:19]1[O:24][CH2:25][CH:26]([O:27][CH3:28])[CH2:29][O:30][CH2:2][CH:3]([OH:1])[CH2:4][CH2:5][CH2:6][CH2:7][CH2:8][CH2:9][CH2:10][CH2:11][CH2:12][CH2:13][CH2:14][CH2:15][CH2:16][CH3:17]. Reported procedure: The epoxide (9) (4.8 g, 20 mmoles) as obtained in Example 4-1 was reacted with 7.6 g (40 mmoles) of 2-methylglycerol monotetrahydropyranyl ether in the same manner as Example 1-2 to give 4.58 g (53.2%) of the desired compound (10). The reactants are [Br-], CCCCCCCCCCCCCCCC[P+](CCCC)(CCCC)CCCC, ClCCN(CCCl)Cc1ccccc1, Cl, [Na+], [OH-], N#CCc1cccnc1. The product is N#CC1(c2cccnc2)CCN(Cc2ccccc2)CC1, Cl. RXN SMILES: [Br-:25].[CH2:26]([P+:27]([CH2:28][CH2:29][CH2:30][CH3:31])([CH2:32][CH2:33][CH2:34][CH3:35])[CH2:36][CH2:37][CH2:38][CH3:39])[CH2:40][CH2:41][CH2:42][CH2:43][CH2:44][CH2:45][CH2:46][CH2:47][CH2:48][CH2:49][CH2:50][CH2:51][CH2:52][CH2:53][CH3:54].[Cl:2][CH2:3][CH2:4][N:5]([CH2:6][CH2:7][Cl:8])[CH2:9][c:10]1[cH:11][cH:12][cH:13][cH:14][cH:15]1.[ClH:1].[Na+:56].[OH-:55].[n:16]1[cH:17][c:18]([CH2:22][C:23]#[N:24])[cH:19][cH:20][cH:21]1>>[CH2:3]1[CH2:4][N:5]([CH2:9][c:10]2[cH:11][cH:12][cH:13][cH:14][cH:15]2)[CH2:6][CH2:7][C:22]1([c:18]1[cH:17][n:16][cH:21][cH:20][cH:19]1)[C:23]#[N:24].[ClH:2].